This data is from the Open Reaction Database (ORD), a public repository of structured organic reaction records. The task is: describe an organic reaction: reactants, conditions, products, and yield Reactants: NC=1C(=NC=CC1)Cl (3-amino-2-chloropyridine), CN(CCCNC1=C(C=CC=C1)C(=O)C1=CC=CC=C1)C ([2-[[3-(dimethylamino)propyl]amino]phenyl]phenylmethanone), title product ( 393 ), NC=1C(=NC=CC1)Cl (3-amino-2-chloropyridine). The solvent is C(C)N(CC)CC (triethylamine). Product: ClC1=NC=CC=C1N=C(C1=C(C=CC=C1)NCCCN(C)C)C1=CC=CC=C1 (N'-[2-[(2-Chloro-3-pyridinylimino)phenylmethyl]phenyl]-N,N-dimethyl-1,3-propanediamine). RXN SMILES: [NH2:1][C:2]1[C:3]([Cl:8])=[N:4][CH:5]=[CH:6][CH:7]=1.[CH3:9][N:10]([CH3:29])[CH2:11][CH2:12][CH2:13][NH:14][C:15]1[CH:20]=[CH:19][CH:18]=[CH:17][C:16]=1[C:21]([C:23]1[CH:28]=[CH:27][CH:26]=[CH:25][CH:24]=1)=O>C(N(CC)CC)C>[Cl:8][C:3]1[C:2]([N:1]=[C:21]([C:23]2[CH:28]=[CH:27][CH:26]=[CH:25][CH:24]=2)[C:16]2[CH:17]=[CH:18][CH:19]=[CH:20][C:15]=2[NH:14][CH2:13][CH2:12][CH2:11][N:10]([CH3:29])[CH3:9])=[CH:7][CH:6]=[CH:5][N:4]=1. Reported procedure: To a mixture of 2.82 g (0.01 mole) of [2-[[3-(dimethylamino)propyl]amino]phenyl]phenylmethanone and 1.29 g (0.01 mole) of 3-amino-2-chloropyridine, 6.2 ml (0.048 mole) of triethylamine and 20 ml of methylene chloride stirred in an ice bath under nitrogen atmosphere was added 2.28 g (0.012 mole) of titanium tetrachloride in 10 ml of methylene chloride during a 5 minute period. The mixture was then stirred at room temperature for 2 days during which time mass spec-CI showed little change in relati... Product: N#CC1(c2ccc(Br)cc2)CC1. As a reaction SMILES: [Br-:25].[Br:13][CH2:14][CH2:15][Br:16].[Br:3][c:4]1[cH:5][cH:6][c:7]([CH2:10][C:11]#[N:12])[cH:8][cH:9]1.[CH3:18][c:19]1[cH:20][cH:21][cH:22][cH:23][cH:24]1.[CH3:26][CH2:27][CH2:28][CH2:29][N+:30]([CH2:31][CH2:32][CH2:33][CH3:34])([CH2:35][CH2:36][CH2:37][CH3:38])[CH2:39][CH2:40][CH2:41][CH3:42].[K+:2].[OH-:1].[OH2:17]>>[Br:3][c:4]1[cH:5][cH:6][c:7]([C:10]2([C:11]#[N:12])[CH2:14][CH2:15]2)[cH:8][cH:9]1. Starting materials: [Br-], BrCCBr, N#CCc1ccc(Br)cc1, Cc1ccccc1, CCCC[N+](CCCC)(CCCC)CCCC, [K+], [OH-], O. Reactants: C(C)N(C(C)C)C(C)C (Ethyldiisopropylamine), FC(C(=O)OC(C(F)(F)F)=O)(F)F (trifluoroacetic anhydride), C(=O)(OC(C)(C)C)NCC=1SC(=C(N1)C(F)(F)F)C(=O)N (2-(N-BOC-Aminomethyl)-4-trifluoromethylthiazole-5-carboxamide). Solvent: ClCCl (dichloromethane), ClCCl (dichloromethane). Run at temperature -5 celsius, time 2 hour. The product is C(=O)(OC(C)(C)C)NCC=1SC(=C(N1)C(F)(F)F)C#N (2-(N-BOC-Aminomethyl)-5-cyano-4-trifluoromethylthiazole). Reaction SMILES: [C:1]([NH:8][CH2:9][C:10]1[S:11][C:12]([C:19]([NH2:21])=O)=[C:13]([C:15]([F:18])([F:17])[F:16])[N:14]=1)([O:3][C:4]([CH3:7])([CH3:6])[CH3:5])=[O:2].C(N(C(C)C)C(C)C)C.FC(F)(F)C(OC(=O)C(F)(F)F)=O>ClCCl>[C:1]([NH:8][CH2:9][C:10]1[S:11][C:12]([C:19]#[N:21])=[C:13]([C:15]([F:17])([F:18])[F:16])[N:14]=1)([O:3][C:4]([CH3:6])([CH3:7])[CH3:5])=[O:2]. Procedure details: 2-(N-BOC-Aminomethyl)-4-trifluoromethylthiazole-5-carboxamide [sic] (4.6 g, 14.14 mmol) was dissolved in dichloromethane (30 ml) and cooled to −5° C. Ethyldiisopropylamine (4.6 g, 35.35 mmol) and a solution of trifluoroacetic anhydride (3.4 g, 16.26 mmol) in dichloromethane (10 ml) were added at this temperature. Then, the mixture was stirred for a further 2 hours at 0° C. It was washed in succession with saturated sodium hydrogen carbonate solution and 5% strength citric acid solution. After dr...